This data is from the Open Reaction Database (ORD), a public repository of structured organic reaction records. The task is: describe an organic reaction: reactants, conditions, products, and yield Starting materials: COC1=C(C=C(C=C1OC)C)C=1OCC(N1)(C)C (2-(2,3-dimethoxy-5-methylphenyl)-4,4-dimethyl-2-oxazoline), [NH2-].[Li+] (lithium amide), ice water. Run in O1CCCC1 (tetrahydrofuran). Reaction conditions: time 3 day. The product is NC1=C(C=C(C=C1OC)C)C=1OCC(N1)(C)C (2-(2-amino-3-methoxy-5-methylphenyl)-4,4-dimethyl-2-oxazoline). Isolated yield 25.5%. RXN SMILES: CO[C:3]1[C:8]([O:9][CH3:10])=[CH:7][C:6]([CH3:11])=[CH:5][C:4]=1[C:12]1[O:13][CH2:14][C:15]([CH3:18])([CH3:17])[N:16]=1.[NH2-:19].[Li+]>O1CCCC1>[NH2:19][C:3]1[C:8]([O:9][CH3:10])=[CH:7][C:6]([CH3:11])=[CH:5][C:4]=1[C:12]1[O:13][CH2:14][C:15]([CH3:18])([CH3:17])[N:16]=1 |f:1.2|. Reported procedure: In dry tetrahydrofuran (80 ml) was dissolved 2-(2,3-dimethoxy-5-methylphenyl)-4,4-dimethyl-2-oxazoline (5 g). After addition of lithium amide (60 g), the mixture was stirred in a nitrogen gas stream at room temperature for 3 days. To the reaction mixture was added ice-water, followed by extraction with diethyl ether. The solvent layer was washed with water and dried over magnesium sulfate. The solvent was then distilled off to give a brown oil. This oil was chromatographed on silica gel to give ...